The task is: describe an organic reaction: reactants, conditions, products, and yield. This data is from the Open Reaction Database (ORD), a public repository of structured organic reaction records. Starting materials: CN(C)C=O, C[Si](C)(C)CCOCCl, [Cl-], [H-], [NH4+], [Na+], Nc1cc[nH]n1. Yields the product C[Si](C)(C)CCOCn1ccc(N)n1. As a reaction SMILES: [CH3:20][N:21]([CH3:22])[CH:23]=[O:24].[CH3:9][Si:10]([CH2:11][CH2:12][O:13][CH2:14][Cl:15])([CH3:16])[CH3:17].[Cl-:18].[H-:7].[NH4+:19].[Na+:8].[nH:1]1[n:2][c:3]([NH2:6])[cH:4][cH:5]1>>[n:1]1([CH2:14][O:13][CH2:12][CH2:11][Si:10]([CH3:9])([CH3:16])[CH3:17])[n:2][c:3]([NH2:6])[cH:4][cH:5]1. The reactants are C(C)OC([C@H](CC1=CC=C(C=C1)OCCCOC1=CC=C(C=C1)I)OC)=O ((2S)-3-{4-[3-(4-iodo-phenoxy)-propoxy]-phenyl}-2-methoxy-propionic acid ethyl ester), N1=CC=C(C=C1)B(O)O (4-pyridyl boronic acid). The product is CO[C@H](C(=O)O)CC1=CC=C(C=C1)OCCCOC1=CC=C(C=C1)C1=CC=NC=C1 ((2S)-2-Methoxy-3-{4-[3-(4-pyridin-4-yl-phenoxy)-propoxy]-phenyl}-propionic acid). Reaction SMILES: C([O:3][C:4](=[O:27])[C@@H:5]([O:25][CH3:26])[CH2:6][C:7]1[CH:12]=[CH:11][C:10]([O:13][CH2:14][CH2:15][CH2:16][O:17][C:18]2[CH:23]=[CH:22][C:21](I)=[CH:20][CH:19]=2)=[CH:9][CH:8]=1)C.[N:28]1[CH:33]=[CH:32][C:31](B(O)O)=[CH:30][CH:29]=1>>[CH3:26][O:25][C@@H:5]([CH2:6][C:7]1[CH:8]=[CH:9][C:10]([O:13][CH2:14][CH2:15][CH2:16][O:17][C:18]2[CH:19]=[CH:20][C:21]([C:31]3[CH:32]=[CH:33][N:28]=[CH:29][CH:30]=3)=[CH:22][CH:23]=2)=[CH:11][CH:12]=1)[C:4]([OH:3])=[O:27]. Procedure details: The title compound was prepared from (2S)-3-{4-[3-(4-iodo-phenoxy)-propoxy]-phenyl}-2-methoxy-propionic acid ethyl ester (Example 270, Step A) and 4-pyridyl boronic acid by following the procedure described for Example 270 (Steps B and C). 1H-NMR (CDCl3, 200.15 MHz): δ 8.67–8.65 (m, 2H), 8.16 (d, 2H, J=6.6), 7.90 (d, 2H, J=8.8), 7.16–7.09 (m, 4H), 6.82 (d, 2H, J=8.8), 4.26 (t, 2H, J=6.2), 4.13 (t, 2H, J=6.2), 3.90 (dd, 1H, J=7.7, 4.8), 2.97 (dd, 1H, J=14.3, 5.1), 2.83 (dd, 1H, J=14.3, 7.7), 2.24... Reactants: O (water), Cl (HCl), [N+](=O)([O-])C=1C=C(C(=CC1)C=1C(=CC(=CC1)[N+](=O)[O-])C(=O)O)C(=O)O (4,4′-Dinitro-1,1′-biphenyl-2,2′-dicarboxylic acid), 1h. Run in O1CCCC1 (tetrahydrofuran), O1CCCC1 (tetrahydrofuran). Conditions: time 19 hour. Product: OCC1=C(C=CC(=C1)[N+](=O)[O-])C1=CC=C(C=C1)[N+](=O)[O-] (hydroxymethyl-4,4′-Dinitro 1,1′-biphenyl). Reaction SMILES: [N+:1]([C:4]1[CH:5]=[C:6]([C:22](O)=[O:23])[C:7]([C:10]2[C:11](C(O)=O)=[CH:12][C:13]([N+:16]([O-:18])=[O:17])=[CH:14][CH:15]=2)=[CH:8][CH:9]=1)([O-:3])=[O:2].O.Cl>O1CCCC1>[OH:23][CH2:22][C:6]1[CH:5]=[C:4]([N+:1]([O-:3])=[O:2])[CH:9]=[CH:8][C:7]=1[C:10]1[CH:15]=[CH:14][C:13]([N+:16]([O-:18])=[O:17])=[CH:12][CH:11]=1. Procedure details: 3.6 g (10.83 mmol) 4,4′-Dinitro-1,1′-biphenyl-2,2′-dicarboxylic acid ae dissolved in 25 ml tetrahydrofuran and added dropwise in a the course of 1 hours to 65 ml (65.02 mmol) of a borane-tetrahydrofuran complex 1.0 M solution in tetrahydrofuran. After 19 hours at 25° C., 50 ml water are carefully added. After 1h the solution is acidified to pH=1-2 with 10 ml 1N HCl solution and allowed to stirred for 30 min. The reaction mixture is then partitioned between ethyl acetate and water; the organic ph... Starting materials: OC(CN1C(CNCC1)=O)C1=C(C2=C(C(OC2)=O)C=C1)C (1-[2-Hydroxy-2-(4-methyl-1-oxo-1,3-dihydro-2-benzofuran-5-yl)ethyl]piperazin-2-one), CC1=C(C=CC=2C(OCC21)=O)[C@@H]2OC2 (4-methyl-5-[(2S)-oxiran-2-yl]-2-benzofuran-1(3H)-one). Run in CCO (EtOH). Run at temperature 150 celsius. The product is O[C@H](CN1CC(N(CC1)CC(C1=C(C2=C(C(OC2)=O)C=C1)C)O)=O)C1=C(C2=C(C(OC2)=O)C=C1)C (4-[(2S)-2-Hydroxy-2-(4-methyl-1-oxo-1,3-dihydro-2-benzofuran-5-yl)ethyl]-1-[2-hydroxy-2-(4-methyl-1-oxo-1,3-dihydro-2-benzofuran-5-yl)ethyl]piperazin-2-one). RXN SMILES: [OH:1][CH:2]([C:11]1[CH:20]=[CH:19][C:14]2[C:15](=[O:18])[O:16][CH2:17][C:13]=2[C:12]=1[CH3:21])[CH2:3][N:4]1[CH2:9][CH2:8][NH:7][CH2:6][C:5]1=[O:10].[CH3:22][C:23]1[C:31]2[CH2:30][O:29][C:28](=[O:32])[C:27]=2[CH:26]=[CH:25][C:24]=1[C@H:33]1[CH2:35][O:34]1>CCO>[OH:34][C@@H:33]([C:24]1[CH:25]=[CH:26][C:27]2[C:28](=[O:32])[O:29][CH2:30][C:31]=2[C:23]=1[CH3:22])[CH2:35][N:7]1[CH2:8][CH2:9][N:4]([CH2:3][CH:2]([OH:1])[C:11]2[CH:20]=[CH:19][C:14]3[C:15](=[O:18])[O:16][CH2:17][C:13]=3[C:12]=2[CH3:21])[C:5](=[O:10])[CH2:6]1. Procedure: A mixture of 1-[2-Hydroxy-2-(4-methyl-1-oxo-1,3-dihydro-2-benzofuran-5-yl)ethyl]piperazin-2-one (49 mg, 0.17 mmol) and 4-methyl-5-[(2S)-oxiran-2-yl]-2-benzofuran-1(3H)-one (64 mg, 0.34 mmol) in EtOH (2 mL) in a 5 mL microwave tube was heated to 150° C. for 2 hours. LC showed formation of the product, which was purified by mass-directed reverse phase HPLC (AcCN-Water with 0.1% TFA). LC-MS (IE, m/z): 481 [M+1]+. The reactants are ONOCc1ccccc1, Cl, O=C(c1ccccc1)C1CC2CCN1CC2, c1ccncc1. The product is Cl, c1ccc(CON=C(c2ccccc2)C2CC3CCN2CC3)cc1. Reaction SMILES: [CH2:18]([c:19]1[cH:20][cH:21][cH:22][cH:23][cH:24]1)[O:25][NH:26][OH:27].[ClH:17].[N:1]12[CH:2]([C:9](=[O:10])[c:11]3[cH:12][cH:13][cH:14][cH:15][cH:16]3)[CH2:3][CH:4]([CH2:5][CH2:6]1)[CH2:7][CH2:8]2.[cH:28]1[cH:29][cH:30][n:31][cH:32][cH:33]1>>[ClH:17].[N:1]12[CH:2]([C:9]([c:11]3[cH:12][cH:13][cH:14][cH:15][cH:16]3)=[N:26][O:25][CH2:18][c:19]3[cH:20][cH:21][cH:22][cH:23][cH:24]3)[CH2:3][CH:4]([CH2:5][CH2:6]1)[CH2:7][CH2:8]2. Reactants: [H-].[H-].[H-].[H-].[Li+].[Al+3] (LAH), N(=[N+]=[N-])C1(C2=CC(=CC=C2OC=2C(=NC(=CC21)Cl)F)Br)CCO (2-(5-azido-7-bromo-3-chloro-1-fluoro-5H-chromeno[2,3-c]pyridin-5-yl)ethanol). The solvent is C1CCOC1 (THF), C1CCOC1 (THF). Run at time 1 hour. The product is NC1(C2=CC(=CC=C2OC=2C(=NC(=CC21)Cl)F)Br)CCO (2-(5-amino-7-bromo-3-chloro-1-fluoro-5H-chromeno[2,3-c]pyridin-5-yl)ethanol). The yield is 73.5%. RXN SMILES: [H-].[H-].[H-].[H-].[Li+].[Al+3].[N:7]([C:10]1([CH2:27][CH2:28][OH:29])[C:23]2[CH:22]=[C:21]([Cl:24])[N:20]=[C:19]([F:25])[C:18]=2[O:17][C:16]2[C:11]1=[CH:12][C:13]([Br:26])=[CH:14][CH:15]=2)=[N+]=[N-]>C1COCC1>[NH2:7][C:10]1([CH2:27][CH2:28][OH:29])[C:23]2[CH:22]=[C:21]([Cl:24])[N:20]=[C:19]([F:25])[C:18]=2[O:17][C:16]2[C:11]1=[CH:12][C:13]([Br:26])=[CH:14][CH:15]=2 |f:0.1.2.3.4.5|. Reported procedure: To a solution of LAH (1.0 M solution in tetrahydrafuran; 90 ml, 90 mmol) in THF (50 mL) at rt was added drop wise a solution of 2-(5-azido-7-bromo-3-chloro-1-fluoro-5H-chromeno[2,3-c]pyridin-5-yl)ethanol (24 g, 60.1 mmol) in THF (150 mL). The resulting mixture was stirred at RT for 1 h. The reaction mixture was quenched with sodiumsulfate decahydrate and stirred for 30 min. The mixture was filtered, the filtrate was concentrated under reduced pressure and the residue was purified by chromatograp... Reactants: COc1cc2c(cc1OC)C(=O)C(CC1CCN(Cc3ccccc3)CC1)C2, CCOC(C)=O, O=C(O)c1ccccc1O. The product is COc1cc2c(cc1OC)C(=O)C(CC1CCN(Cc3ccccc3)CC1)C2, O=C([O-])c1ccccc1O. As a reaction SMILES: [CH3:11][O:12][c:13]1[cH:14][c:15]2[c:34]([cH:35][c:36]1[O:37][CH3:38])[C:32](=[O:33])[CH:17]([CH2:18][CH:19]1[CH2:20][CH2:21][N:22]([CH2:25][c:26]3[cH:27][cH:28][cH:29][cH:30][cH:31]3)[CH2:23][CH2:24]1)[CH2:16]2.[CH3:39][CH2:40][O:41][C:42](=[O:43])[CH3:44].[OH:1][C:2](=[O:3])[c:4]1[cH:5][cH:6][cH:7][cH:8][c:9]1[OH:10]>>[CH3:11][O:12][c:13]1[cH:14][c:15]2[c:34]([cH:35][c:36]1[O:37][CH3:38])[C:32](=[O:33])[CH:17]([CH2:18][CH:19]1[CH2:20][CH2:21][N:22]([CH2:25][c:26]3[cH:27][cH:28][cH:29][cH:30][cH:31]3)[CH2:23][CH2:24]1)[CH2:16]2.[O:1]=[C:2]([O-:3])[c:4]1[cH:5][cH:6][cH:7][cH:8][c:9]1[OH:10].